From a dataset of the Open Reaction Database (ORD), a public repository of structured organic reaction records. describe an organic reaction: reactants, conditions, products, and yield The reactants are CCOC(=O)c1cc(=O)c2c(OCC(O)COc3cccc(O)c3C(C)=O)cccc2o1, O=C([O-])O, [Na+], O. Product: CC(=O)c1c(O)cccc1OCC(O)COc1cccc2oc(C(=O)[O-])cc(=O)c12, [Na+]. As a reaction SMILES: [C:1]([CH3:2])(=[O:3])[c:4]1[c:5]([O:6][CH2:7][CH:8]([CH2:9][O:10][c:11]2[cH:12][cH:13][cH:14][c:15]3[c:16]2[c:17](=[O:26])[cH:18][c:19]([C:21](=[O:22])[O:23][CH2:24][CH3:25])[o:20]3)[OH:27])[cH:28][cH:29][cH:30][c:31]1[OH:32].[C:33](=[O:34])([OH:35])[O-:36].[Na+:37].[OH2:38]>>[C:1]([CH3:2])(=[O:3])[c:4]1[c:5]([O:6][CH2:7][CH:8]([CH2:9][O:10][c:11]2[cH:12][cH:13][cH:14][c:15]3[c:16]2[c:17](=[O:26])[cH:18][c:19]([C:21](=[O:22])[O-:23])[o:20]3)[OH:27])[cH:28][cH:29][cH:30][c:31]1[OH:32].[Na+:37]. Reactants: COc1cc(CCl)cc(OC)c1Br, CN(C)C=O, CC(C)O, [H-], [Na+], O. Product: COc1cc(COC(C)C)cc(OC)c1Br. RXN SMILES: [Br:12][c:13]1[c:14]([O:23][CH3:24])[cH:15][c:16]([CH2:21][Cl:22])[cH:17][c:18]1[O:19][CH3:20].[CH3:1][N:2]([CH3:3])[CH:4]=[O:5].[CH3:6][CH:7]([CH3:8])[OH:9].[H-:10].[Na+:11].[OH2:25]>>[CH3:6][CH:7]([CH3:8])[O:9][CH2:21][c:16]1[cH:15][c:14]([O:23][CH3:24])[c:13]([Br:12])[c:18]([O:19][CH3:20])[cH:17]1. The reactants are Fc1ccccc1CCBr, COc1ccc(OC)c(Sc2nc3c(N)ncnc3[nH]2)c1. The product is COc1ccc(OC)c(Sc2nc3c(N)ncnc3n2CCc2ccccc2F)c1. RXN SMILES: [Br:22][CH2:23][CH2:24][c:25]1[c:26]([F:31])[cH:27][cH:28][cH:29][cH:30]1.[CH3:1][O:2][c:3]1[c:4]([S:11][c:12]2[nH:13][c:14]3[n:15][cH:16][n:17][c:18]([NH2:21])[c:19]3[n:20]2)[cH:5][c:6]([O:9][CH3:10])[cH:7][cH:8]1>>[CH3:1][O:2][c:3]1[c:4]([S:11][c:12]2[n:13]([CH2:23][CH2:24][c:25]3[c:26]([F:31])[cH:27][cH:28][cH:29][cH:30]3)[c:14]3[n:15][cH:16][n:17][c:18]([NH2:21])[c:19]3[n:20]2)[cH:5][c:6]([O:9][CH3:10])[cH:7][cH:8]1.